Dataset: the Open Reaction Database (ORD), a public repository of structured organic reaction records. Task: describe an organic reaction: reactants, conditions, products, and yield Reactants: CCOC(=O)CBr, O=C([O-])[O-], CCNCC, CN(C)C=O, [K+], [K+], CCOC(=O)c1ccc(-c2ccc(O)cc2)cc1. Yields the product CCOC(=O)COc1ccc(-c2ccc(C(=O)OCC)cc2)cc1. Reaction SMILES: [Br:19][CH2:20][C:21](=[O:22])[O:23][CH2:24][CH3:25].[C:26](=[O:27])([O-:28])[O-:29].[CH2:32]([NH:33][CH2:34][CH3:35])[CH3:36].[CH3:37][N:38]([CH3:39])[CH:40]=[O:41].[K+:30].[K+:31].[OH:1][c:2]1[cH:3][cH:4][c:5](-[c:8]2[cH:9][cH:10][c:11]([C:14](=[O:15])[O:16][CH2:17][CH3:18])[cH:12][cH:13]2)[cH:6][cH:7]1>>[O:1]([c:2]1[cH:3][cH:4][c:5](-[c:8]2[cH:9][cH:10][c:11]([C:14](=[O:15])[O:16][CH2:17][CH3:18])[cH:12][cH:13]2)[cH:6][cH:7]1)[CH2:20][C:21](=[O:22])[O:23][CH2:24][CH3:25]. Starting materials: C(CN)C(=O)NCCSSCCNC(=O)CCN (β-alethine), C(=O)(Cl)Cl (phosgene), C(=O)=O (dry ice), [OH-].[Na+] (sodium hydroxide), solution, C(=O)(Cl)Cl (phosgene), N#N (N2). Solvent: N1=CC=CC=C1 (pyridine), CS(=O)C (dimethylsulfoxide). Yields the product C(CNC(=O)O)C(=O)NCCSSCCNC(=O)CCNC(=O)O (Vitalethine). Reaction SMILES: [CH2:1]([C:4]([NH:6][CH2:7][CH2:8][S:9][S:10][CH2:11][CH2:12][NH:13][C:14]([CH2:16][CH2:17][NH2:18])=[O:15])=[O:5])[CH2:2][NH2:3].[OH-:19].[Na+].[C:21](Cl)(Cl)=[O:22].N#N.[C:27](=[O:29])=[O:28]>N1C=CC=CC=1.CS(C)=O>[CH2:1]([C:4]([NH:6][CH2:7][CH2:8][S:9][S:10][CH2:11][CH2:12][NH:13][C:14]([CH2:16][CH2:17][NH:18][C:21]([OH:22])=[O:19])=[O:15])=[O:5])[CH2:2][NH:3][C:27]([OH:29])=[O:28] |f:1.2|. Procedure: To a suspension of ZnO (6.5 mg from King's Specialty Company, Fort Wayne, Ind., U.S.A.) and β-alethine (6.35 mg from Example IV. A. above) in pyridine (12.6 mg from Fisher Scientific, Fair Lawn, N.J., U.S.A.) and dimethylsulfoxide (0.5 ml from Sigma Chemical Company, St. Louis, Mo., U.S.A.), and in a vessel equipped with a gas trap containing sodium hydroxide (at least 1M), was added 0.2 ml of a solution of phosgene (20% in toluene from Fluka Chemical Corp, Ronkonkoma, N.Y., USA). Packing of the... The reactants are C(C(C)C)=O (isobutyraldehyde), C1NCC2=CC(=CC=C12)NC(=O)N1CC2=CC=CC=C2C1 (N-(isoindolin-5-yl)isoindoline-2-carboxamide), N1CCC(=CC1)C1=CC=C(C=C1)NC(=O)N1CC2=CC=CC=C2C1 (N-(4-(1,2,3,6-tetrahydropyridin-4-yl)phenyl)isoindoline-2-carboxamide). Yields the product CC(CCN1CC2=CC=C(C=C2C1)NC(=O)N1CC2=CC=CC=C2C1)C (N-[2-(3-methylbutyl)-2,3-dihydro-1H-isoindol-5-yl]-1,3-dihydro-2H-isoindole-2-carboxamide). RXN SMILES: C(=O)C(C)C.[CH2:6]1[C:14]2[C:9](=[CH:10][C:11]([NH:15][C:16]([N:18]3[CH2:26][C:25]4[C:20](=[CH:21][CH:22]=[CH:23][CH:24]=4)[CH2:19]3)=[O:17])=[CH:12][CH:13]=2)[CH2:8][NH:7]1.N1C[CH:31]=[C:30]([C:33]2C=CC(NC(N3CC4C(=CC=CC=4)C3)=O)=CC=2)[CH2:29][CH2:28]1>>[CH3:31][CH:30]([CH3:33])[CH2:29][CH2:28][N:7]1[CH2:8][C:9]2[C:14](=[CH:13][CH:12]=[C:11]([NH:15][C:16]([N:18]3[CH2:26][C:25]4[C:20](=[CH:21][CH:22]=[CH:23][CH:24]=4)[CH2:19]3)=[O:17])[CH:10]=2)[CH2:6]1. Procedure details: The title compound was prepared as described in Example 429, substituting 3-methylbutanal for isobutyraldehyde and N-(isoindolin-5-yl)isoindoline-2-carboxamide for N-(4-(1,2,3,6-tetrahydropyridin-4-yl)phenyl)isoindoline-2-carboxamide. 1H NMR (400 MHz, DMSO-d6) δ ppm 8.28 (s, 1H), 7.47 (s, 1H), 7.29-7.37 (m, 5H), 7.09 (d, J=8.1 Hz, 1H), 4.75 (s, 4H), 3.77-3.79 (m, 2H), 3.74-3.76 (m, 2H), 2.64 (t, J=7.5 Hz, 2H), 1.60-1.71 (m, 1H), 1.37-1.43 (m, 2H), 0.91 (d, J=6.6 Hz, 6H); MS (ESI(+)) m/e 350 (M+H... Reported procedure: Prepared by the method of example 30, using the product of example 53 part (b) and benzenemethanesulfonyl chloride to give the title compound. Reactants: ClC1=CC(=C(OCC(=O)O)C=C1)CN1C(CN(CC1)S(=O)(=O)C1=CC=CC=C1)C ([4-Chloro-2-[[2-methyl-4-(phenylsulfonyl)-1-piperazinyl]methyl]phenoxy]acetic Acid), ( b ), C1=CC=C(C=C1)CS(=O)(=O)Cl (benzenemethanesulfonyl chloride). The product is ClC1=CC(=C(OCC(=O)O)C=C1)CN1C(CN(CC1)S(=O)(=O)CC1=CC=CC=C1)C ([4-Chloro-2-[[2-methyl-4-[(phenylmethyl)sulfonyl]-1-piperazinyl]methyl]phenoxy]acetic Acid). As a reaction SMILES: [Cl:1][C:2]1[CH:12]=[CH:11][C:5]([O:6][CH2:7][C:8]([OH:10])=[O:9])=[C:4]([CH2:13][N:14]2[CH2:19][CH2:18][N:17]([S:20]([C:23]3[CH:28]=[CH:27][CH:26]=[CH:25][CH:24]=3)(=[O:22])=[O:21])[CH2:16][CH:15]2[CH3:29])[CH:3]=1.[CH:30]1C=CC(CS(Cl)(=O)=O)=CC=1>>[Cl:1][C:2]1[CH:12]=[CH:11][C:5]([O:6][CH2:7][C:8]([OH:10])=[O:9])=[C:4]([CH2:13][N:14]2[CH2:19][CH2:18][N:17]([S:20]([CH2:23][C:24]3[CH:30]=[CH:28][CH:27]=[CH:26][CH:25]=3)(=[O:21])=[O:22])[CH2:16][CH:15]2[CH3:29])[CH:3]=1.